Task: describe an organic reaction: reactants, conditions, products, and yield. Dataset: the Open Reaction Database (ORD), a public repository of structured organic reaction records Reaction SMILES: [NH2:1][C:2]1[CH:28]=[CH:27][CH:26]=[CH:25][C:3]=1[CH2:4][N:5]([CH2:15]/[CH:16]=[C:17](/[CH2:19][CH2:20][CH:21]=[C:22]([CH3:24])[CH3:23])\[CH3:18])[C:6]1[CH:11]=[CH:10][C:9]([N:12]([CH3:14])[CH3:13])=[CH:8][CH:7]=1.[CH2:29]([N:36]=[C:37]=[O:38])[CH2:30][CH2:31][CH2:32][CH2:33][CH2:34][CH3:35]>ClCCl>[CH3:13][N:12]([CH3:14])[C:9]1[CH:8]=[CH:7][C:6]([N:5]([CH2:4][C:3]2[CH:25]=[CH:26][CH:27]=[CH:28][C:2]=2[NH:1][C:37]([NH:36][CH2:29][CH2:30][CH2:31][CH2:32][CH2:33][CH2:34][CH3:35])=[O:38])[CH2:15]/[CH:16]=[C:17](/[CH2:19][CH2:20][CH:21]=[C:22]([CH3:23])[CH3:24])\[CH3:18])=[CH:11][CH:10]=1. Reported procedure: To a solution of N-(2-aminobenzyl)-N-geranyl-N',N'-dimethyl-1,4-phenylenediamine (0.54 g) in dichloromethane (10 ml) was added under ice-cooling heptyl isocyanate (0.3 g) and the mixture was stirred overnight while returning slowly to room temperature. After distilling off the solvent, the residue was purified by a silica gel column chromatography (hexane:ethyl acetate=3:1) to give 1-[2-[N-(4-dimethylaminophenyl)-N-geranylaminomethyl]phenyl]-3-heptylurea (0.62 g, 85%) as an oily product. The yield is 83.6%. Run in ClCCl (dichloromethane). The product is CN(C1=CC=C(C=C1)N(C\C=C(/C)\CCC=C(C)C)CC1=C(C=CC=C1)NC(=O)NCCCCCCC)C (1-[2-[N-(4-dimethylaminophenyl)-N-geranylaminomethyl]phenyl]-3-heptylurea). The reactants are NC1=C(CN(C2=CC=C(C=C2)N(C)C)C\C=C(/C)\CCC=C(C)C)C=CC=C1 (N-(2-aminobenzyl)-N-geranyl-N',N'-dimethyl-1,4-phenylenediamine), C(CCCCCC)N=C=O (heptyl isocyanate). Run at time 8 hour. Starting materials: NC1=C(C=C(C(=O)OC)C=C1)C (methyl 4-amino-3-methyl-benzoate), C(=O)(O)C=1C=C2C=C(NC2=CC1)CCC(=C)C (5-carboxy-2-(2-methyl-1-buten-4-yl)indole). Product: C(=O)(O)C=1C=C2C=C(NC2=CC1)CCC(C)C (5-carboxy-2-(3-methyl-n-butyl)indole). As a reaction SMILES: NC1C=CC(C(OC)=O)=CC=1C.[C:13]([C:16]1[CH:17]=[C:18]2[C:22](=[CH:23][CH:24]=1)[NH:21][C:20]([CH2:25][CH2:26][C:27]([CH3:29])=[CH2:28])=[CH:19]2)([OH:15])=[O:14]>>[C:13]([C:16]1[CH:17]=[C:18]2[C:22](=[CH:23][CH:24]=1)[NH:21][C:20]([CH2:25][CH2:26][CH:27]([CH3:29])[CH3:28])=[CH:19]2)([OH:15])=[O:14]. Procedure: Refer to Example 1 using methyl 4-amino-3-methyl-benzoate instead of o-toluidine, or refer to Example 32b) using 5-carboxy-2-(2-methyl-1-buten-4-yl)indole as the starting material. The reactants are CCCCCBr, O=C([O-])[O-], CN(C)C=O, CCOC(=O)c1c(C=Cc2cccc(OC(F)F)c2O)nc2sccn12, CC(C)(C)COc1c(C=Cc2nc3sccn3c2C(=O)O)cccc1OC(F)F, [K+], [K+]. The product is CCCCCOc1c(C=Cc2nc3sccn3c2C(=O)OCC)cccc1OC(F)F. Reaction SMILES: [Br:27][CH2:28][CH2:29][CH2:30][CH2:31][CH3:32].[C:33](=[O:34])([O-:35])[O-:36].[CH3:68][N:69]([CH3:70])[CH:71]=[O:72].[F:1][CH:2]([O:3][c:4]1[c:5]([OH:25])[c:6]([CH:10]=[CH:11][c:12]2[n:13][c:14]3[s:15][cH:16][cH:17][n:18]3[c:19]2[C:20](=[O:21])[O:22][CH2:23][CH3:24])[cH:7][cH:8][cH:9]1)[F:26].[F:39][CH:40]([F:41])[O:42][c:43]1[c:44]([O:45][CH2:46][C:47]([CH3:48])([CH3:49])[CH3:50])[c:51]([CH:52]=[CH:53][c:54]2[n:55][c:56]3[n:57]([c:58]2[C:59]([OH:60])=[O:61])[cH:62][cH:63][s:64]3)[cH:65][cH:66][cH:67]1.[K+:37].[K+:38]>>[F:1][CH:2]([O:3][c:4]1[c:5]([O:25][CH2:28][CH2:29][CH2:30][CH2:31][CH3:32])[c:6]([CH:10]=[CH:11][c:12]2[n:13][c:14]3[s:15][cH:16][cH:17][n:18]3[c:19]2[C:20](=[O:21])[O:22][CH2:23][CH3:24])[cH:7][cH:8][cH:9]1)[F:26]. Starting materials: CC(C)OC(N[C@@H]1C[C@@H](N(C2=CC=C(C=C12)Br)C(C)=O)C)=O (1-methylethyl[(2S,4R)-1-acetyl-6-bromo-2-methyl-1,2,3,4-tetrahydro-4-quinolinyl]carbamate), C1(=CC=CC=C1)B(O)O (phenyl boronic acid), C([O-])([O-])=O.[K+].[K+] (potassium carbonate). Reagents/catalysts: C=1C=CC(=CC1)[P](C=2C=CC=CC2)(C=3C=CC=CC3)[Pd]([P](C=4C=CC=CC4)(C=5C=CC=CC5)C=6C=CC=CC6)([P](C=7C=CC=CC7)(C=8C=CC=CC8)C=9C=CC=CC9)[P](C=1C=CC=CC1)(C=1C=CC=CC1)C=1C=CC=CC1 (tetrakis(triphenylphosphine)palladium(0)). Run in C(C)O (ethanol), C1(=CC=CC=C1)C (toluene). Run at temperature 100 celsius. The product is C(C)(=O)N1[C@H](C[C@H](C2=CC(=CC=C12)C1=CC=CC=C1)NC(OC(C)C)=O)C (1-methylethyl [(2S,4R)-1-acetyl-2-methyl-6-phenyl-1,2,3,4-tetrahydro-4-quinolinyl]carbamate). Yield: 92.0%. As a reaction SMILES: [CH3:1][CH:2]([O:4][C:5](=[O:22])[NH:6][C@H:7]1[C:16]2[C:11](=[CH:12][CH:13]=[C:14](Br)[CH:15]=2)[N:10]([C:18](=[O:20])[CH3:19])[C@@H:9]([CH3:21])[CH2:8]1)[CH3:3].[C:23]1(B(O)O)[CH:28]=[CH:27][CH:26]=[CH:25][CH:24]=1.C(=O)([O-])[O-].[K+].[K+]>C(O)C.C1(C)C=CC=CC=1.C1C=CC([P]([Pd]([P](C2C=CC=CC=2)(C2C=CC=CC=2)C2C=CC=CC=2)([P](C2C=CC=CC=2)(C2C=CC=CC=2)C2C=CC=CC=2)[P](C2C=CC=CC=2)(C2C=CC=CC=2)C2C=CC=CC=2)(C2C=CC=CC=2)C2C=CC=CC=2)=CC=1>[C:18]([N:10]1[C:11]2[C:16](=[CH:15][C:14]([C:23]3[CH:28]=[CH:27][CH:26]=[CH:25][CH:24]=3)=[CH:13][CH:12]=2)[C@H:7]([NH:6][C:5](=[O:22])[O:4][CH:2]([CH3:3])[CH3:1])[CH2:8][C@@H:9]1[CH3:21])(=[O:20])[CH3:19] |f:2.3.4,^1:51,53,72,91|. Procedure: A mixture of 1-methylethyl[(2S,4R)-1-acetyl-6-bromo-2-methyl-1,2,3,4-tetrahydro-4-quinolinyl]carbamate (for a preparation see example 4) (78.6 mg, 0.213 mmol), phenyl boronic acid (31.1 mg, 0.255 mmol), potassium carbonate (73.5 mg, 0.532 mmol) and tetrakis(triphenylphosphine)palladium(0) (12.30 mg, 10.64 μmol) in ethanol (2.5 mL) and toluene (2.5 mL) was degassed under house vacuum and quenched several times with nitrogen, and then was heated at 100° C. for 30 min before being cooled to room te... The reactants are [Na] (sodium), FC(C=1C=C(C=CC1)C1=CC=NC=2N1N=CC2C(=O)N)(F)F (7-[3-(Trifluoromethyl)phenyl]pyrazolo[1,5-a]-pyrimidine-3-carboxamide), ice. Run in C(C)(=O)O (acetic acid). Run at time 19 hour. Yields the product CC=1C=C(C=CC1)C1=CCNC=2N1N=CC2C(=O)N (4,5-dihydro-7-(3-methylphenyl)pyrazolo[1,5-a]pyrimidine-3-carboxamide). RXN SMILES: F[C:2](F)(F)[C:3]1[CH:4]=[C:5]([C:9]2[N:14]3[N:15]=[CH:16][C:17]([C:18]([NH2:20])=[O:19])=[C:13]3[N:12]=[CH:11][CH:10]=2)[CH:6]=[CH:7][CH:8]=1.[Na]>C(O)(=O)C>[CH3:2][C:3]1[CH:4]=[C:5]([C:9]2[N:14]3[N:15]=[CH:16][C:17]([C:18]([NH2:20])=[O:19])=[C:13]3[NH:12][CH2:11][CH:10]=2)[CH:6]=[CH:7][CH:8]=1 |^1:22|. Reported procedure: 7-[3-Methylphenyl)pyrazolo[1,5-a]pyrimidine-3-carboxamine (prepared as described in Example 1) is stirred as a suspension in gacial acetic acid (cooled in an ice bath) under nitrogen and then excess sodium cyanoborohydide is added to the reaction mixture in portions. After one hour of stirring in the ice bath, the mixture is stirred at room temperature for 19 hours. This solution is evaporated to dryness, then water is added and the white precipitate which forms is collected by filtration and wa... Starting materials: O (water), BrC=1C=C(C(=NC1)C#N)OC=1C(=NC=CC1)C (5-Bromo-3-(2-methylpyridin-3-yloxy)picolinonitrile), N1C(C=CC=C1)=S (pyridine-2(1H)-thione), [H-].[Na+] (NaH). Run in CN(C)C=O (DMF). Reaction conditions: temperature 0 celsius, time 18 hour. The product is CC1=NC=CC=C1OC=1C(=NC=C(C1)SC1=NC=CC=C1)C#N (3-(2-methylpyridin-3-yloxy)-5-(pyridin-2-ylthio)picolinonitrile). The yield is 96.9%. As a reaction SMILES: Br[C:2]1[CH:3]=[C:4]([O:10][C:11]2[C:12]([CH3:17])=[N:13][CH:14]=[CH:15][CH:16]=2)[C:5]([C:8]#[N:9])=[N:6][CH:7]=1.[NH:18]1[CH:23]=[CH:22][CH:21]=[CH:20][C:19]1=[S:24].[H-].[Na+].O>CN(C=O)C>[CH3:17][C:12]1[C:11]([O:10][C:4]2[C:5]([C:8]#[N:9])=[N:6][CH:7]=[C:2]([S:24][C:19]3[CH:20]=[CH:21][CH:22]=[CH:23][N:18]=3)[CH:3]=2)=[CH:16][CH:15]=[CH:14][N:13]=1 |f:2.3|. Procedure details: 5-Bromo-3-(2-methylpyridin-3-yloxy)picolinonitrile (56.9 g, 196 mmol) and pyridine-2(1H)-thione (22.9 g, 206 mmol) were dissolved in DMF (400 mL) and cooled to 0° C. NaH (4.94 g, 206 mmol) was added portionwise and warmed to ambient temperature. The reaction was stirred for 18 hours and then poured into 2.5 L of water and stirred for 30 minutes The solids were filtered to provide 3-(2-methylpyridin-3-yloxy)-5-(pyridin-2-ylthio)picolinonitrile (60.8 g, 190 mmol, 96.8% yield).